describe an organic reaction: reactants, conditions, products, and yield From a dataset of the Open Reaction Database (ORD), a public repository of structured organic reaction records. Reactants: C(C1=CC=CC=C1)CNCC(CN1CCN(CCN(CCN(CC1)CC(=O)OC(C)(C)C)CC(=O)OC(C)(C)C)CC(=O)OC(C)(C)C)O (10-(3-benzylmethylamino-2-hydroxypropyl)-1,4,7-tris-(tert-butoxycarbonylmethyl)-1,4,7,10-tetraazacyclododecane), O (water). The reagents and catalysts are [Pd] (palladium). Solvent: CO (methanol). Reaction conditions: time 8 hour. Product: CNCC(CN1CCN(CCN(CCN(CC1)CC(=O)OC(C)(C)C)CC(=O)OC(C)(C)C)CC(=O)OC(C)(C)C)O (10-(3-Methylamino-2-hydroxypropyl)-1,4,7-tris-(tert-butoxycarbonylmethyl)-1,4,7,10-tetraazacyclododecane). RXN SMILES: C([CH2:8][NH:9][CH2:10][CH:11]([OH:49])[CH2:12][N:13]1[CH2:24][CH2:23][N:22]([CH2:25][C:26]([O:28][C:29]([CH3:32])([CH3:31])[CH3:30])=[O:27])[CH2:21][CH2:20][N:19]([CH2:33][C:34]([O:36][C:37]([CH3:40])([CH3:39])[CH3:38])=[O:35])[CH2:18][CH2:17][N:16]([CH2:41][C:42]([O:44][C:45]([CH3:48])([CH3:47])[CH3:46])=[O:43])[CH2:15][CH2:14]1)C1C=CC=CC=1.O>CO.[Pd]>[CH3:8][NH:9][CH2:10][CH:11]([OH:49])[CH2:12][N:13]1[CH2:14][CH2:15][N:16]([CH2:41][C:42]([O:44][C:45]([CH3:46])([CH3:47])[CH3:48])=[O:43])[CH2:17][CH2:18][N:19]([CH2:33][C:34]([O:36][C:37]([CH3:40])([CH3:38])[CH3:39])=[O:35])[CH2:20][CH2:21][N:22]([CH2:25][C:26]([O:28][C:29]([CH3:32])([CH3:31])[CH3:30])=[O:27])[CH2:23][CH2:24]1. Procedure details: 69.2 g (100 mmol) of 10-(3-benzylmethylamino-2-hydroxypropyl)-1,4,7-tris-(tert-butoxycarbonylmethyl)-1,4,7,10-tetraazacyclododecane is dissolved in 500 ml of methanol, mixed with 40 ml of water, and 10 g of palladium catalyst (20% Pd/C) is added. It is hydrogenated for 8 hours at 50° C. under normal pressure. Catalyst is filtered out, and the filtrate is evaporated to the dry state in a vacuum.